Dataset: the Open Reaction Database (ORD), a public repository of structured organic reaction records. Task: describe an organic reaction: reactants, conditions, products, and yield Starting materials: COc1cccc2c(Cl)nc(Nc3cc(C)[nH]n3)cc12, OB(O)c1ccccc1F. Product: COc1cccc2c(-c3ccccc3F)nc(Nc3cc(C)[nH]n3)cc12. As a reaction SMILES: [Cl:1][c:2]1[n:3][c:4]([NH:14][c:15]2[n:16][nH:17][c:18]([CH3:20])[cH:19]2)[cH:5][c:6]2[c:7]([O:12][CH3:13])[cH:8][cH:9][cH:10][c:11]12.[F:21][c:22]1[c:23]([B:28]([OH:29])[OH:30])[cH:24][cH:25][cH:26][cH:27]1>>[c:2]1(-[c:23]2[c:22]([F:21])[cH:27][cH:26][cH:25][cH:24]2)[n:3][c:4]([NH:14][c:15]2[n:16][nH:17][c:18]([CH3:20])[cH:19]2)[cH:5][c:6]2[c:7]([O:12][CH3:13])[cH:8][cH:9][cH:10][c:11]12. Reaction SMILES: [CH2:21]([O:23][c:22]1[cH:24][cH:25][c:26]([F:27])[c:28]([F:29])[c:30]1[CH2:31][CH2:32][NH2:33])[CH3:34].[CH2:35]([CH3:36])[O:37][c:38]1[c:39]([CH2:40][CH2:41][NH:42][C:43](=[S:44])[NH:45][c:46]2[n:47][cH:48][c:49]([Br:52])[cH:50][cH:51]2)[c:53]([F:58])[c:54]([F:57])[cH:55][cH:56]1.[O:59]=[C:60]1[N:61]([Br:62])[C:63](=[O:64])[CH2:65][CH2:66]1.[c:1]1([CH:2]2[CH2:3][CH:4]2[NH:5][C:6]([NH:7][c:8]2[cH:9][cH:10][c:11]([Cl:12])[cH:13][n:14]2)=[S:15])[cH:16][cH:17][cH:18][cH:19][cH:20]1>>[O:23]=[C:43]([NH:42][CH2:41][CH2:40][c:39]1[c:38]([O:37][CH2:35][CH3:36])[cH:56][cH:55][c:54]([F:57])[c:53]1[F:58])[NH:45][c:46]1[n:47][cH:48][c:49]([Br:52])[cH:50][cH:51]1. The product is CCOc1ccc(F)c(F)c1CCNC(=O)Nc1ccc(Br)cn1. Reactants: CCOc1ccc(F)c(F)c1CCN, CCOc1ccc(F)c(F)c1CCNC(=S)Nc1ccc(Br)cn1, O=C1CCC(=O)N1Br, S=C(Nc1ccc(Cl)cn1)NC1CC1c1ccccc1. Reactants: ClCCl, Cc1ccccc1, CN(C)c1ncc(S(=O)(=O)NC(C)(C)C)c(O)n1, O=P(Cl)(Cl)Cl. The product is CN(C)c1ncc(S(=O)(=O)NC(C)(C)C)c(Cl)n1. As a reaction SMILES: [CH2:31]([Cl:32])[Cl:33].[CH3:19][c:20]1[cH:21][cH:22][cH:23][cH:24][cH:25]1.[CH3:1][N:2]([c:3]1[n:4][cH:5][c:6]([S:10](=[O:11])(=[O:12])[NH:13][C:14]([CH3:15])([CH3:16])[CH3:17])[c:7]([OH:9])[n:8]1)[CH3:18].[P:26]([Cl:27])([Cl:28])([Cl:29])=[O:30]>>[CH3:1][N:2]([c:3]1[n:4][cH:5][c:6]([S:10](=[O:11])(=[O:12])[NH:13][C:14]([CH3:15])([CH3:16])[CH3:17])[c:7]([Cl:28])[n:8]1)[CH3:18].